This data is from the Open Reaction Database (ORD), a public repository of structured organic reaction records. The task is: describe an organic reaction: reactants, conditions, products, and yield Starting materials: C(C1=CC=CC=C1)C(C1=CC=C(C#N)C=C1)=NO (4-(benzyloximinomethyl)benzonitrile), Cl (HCl). Solvent: C(C)O (ethanol). Run at time 24 hour. Product: C(C1=CC=CC=C1)NCC1=CC=C(C#N)C=C1 (4-(Benzylaminomethyl)benzonitrile). Reaction SMILES: C([C:8](=[N:17]O)[C:9]1[CH:16]=[CH:15][C:12]([C:13]#[N:14])=[CH:11][CH:10]=1)C1C=CC=CC=1.Cl>C(O)C>[CH2:8]([NH:17][CH2:8][C:9]1[CH:10]=[CH:11][C:12]([C:13]#[N:14])=[CH:15][CH:16]=1)[C:9]1[CH:16]=[CH:15][CH:12]=[CH:11][CH:10]=1. Procedure: 3.44 g (15 mmol) of 4-(benzyloximinomethyl)benzonitrile in 120 ml of ethanol are cooled to -15° C. 4.46 g (48 mmol, 4.85 ml) of borane-pyridine complex are then added dropwise in the course of 10 minutes and then 26 ml of ethanolic HCl solution in the course of 20 minutes. After stirring at room temperature for 24 h, the resulting solid is filtered off, dissolved in dichloromethane and the solution is washed with water and sodium hydrogen carbonate solution. The organic phase is dried and concen... Starting materials: [OH-].[Na+] (sodium hydroxide), ClC1=CC=C(C=O)C=C1 (p-chlorobenzaldehyde), C1(=CC=CC=C1)C(C(C)=O)CC=CC1=CC=CC=C1 (3,6-diphenyl-5-hexen-2-one). Solvent: C(C)O (ethanol). The product is ClC1=CC=C(C=C1)C=CC(C(CC=CC1=CC=CC=C1)C1=CC=CC=C1)=O (1-(p-Chlorophenyl)-4,7-diphenyl-1,6-heptadien-3-one). As a reaction SMILES: [OH-].[Na+].[Cl:3][C:4]1[CH:11]=[CH:10][C:7]([CH:8]=O)=[CH:6][CH:5]=1.[C:12]1([CH:18]([CH2:22][CH:23]=[CH:24][C:25]2[CH:30]=[CH:29][CH:28]=[CH:27][CH:26]=2)[C:19](=[O:21])[CH3:20])[CH:17]=[CH:16][CH:15]=[CH:14][CH:13]=1>C(O)C>[Cl:3][C:4]1[CH:11]=[CH:10][C:7]([CH:8]=[CH:20][C:19](=[O:21])[CH:18]([C:12]2[CH:13]=[CH:14][CH:15]=[CH:16][CH:17]=2)[CH2:22][CH:23]=[CH:24][C:25]2[CH:26]=[CH:27][CH:28]=[CH:29][CH:30]=2)=[CH:6][CH:5]=1 |f:0.1|. Reported procedure: A sodium hydroxide solution (2.5 ml., 20%) is added to a solution of p-chlorobenzaldehyde (7.0 g., 0.05 mole) and 3,6-diphenyl-5-hexen-2-one (12.5 g., 0.05 mole) in ethanol (125 ml.) with stirring. The yellowish solid that separates on continued stirring is filtered, washed with cold ethanol, and air-dried, 14.35 g., m.p. 92°-95°C. Recrystallization from hexane gives material with m.p. 95°-96.5°C. Reactants: FC1=CC=C(C=C1)CNC1=NC=NC=C1N (N4 -[(4-fluorophenyl)methyl]-4,5-pyrimidinediamine), C(=S)=S (carbon disulfide), CN(C=O)C (N,N-dimethylformamide). Solvent: O (water). Conditions: time 3 hour. The product is 10.1, FC1=CC=C(C=C1)CN1C2=NC=NC=C2N=C1S (9-[(4-fluorophenyl)methyl]-9H-purine-8-thiol). The yield is 78.9%. As a reaction SMILES: [F:1][C:2]1[CH:7]=[CH:6][C:5]([CH2:8][NH:9][C:10]2[C:15]([NH2:16])=[CH:14][N:13]=[CH:12][N:11]=2)=[CH:4][CH:3]=1.[C:17](=S)=[S:18].CN(C)C=O>O>[F:1][C:2]1[CH:3]=[CH:4][C:5]([CH2:8][N:9]2[C:17]([SH:18])=[N:16][C:15]3[C:10]2=[N:11][CH:12]=[N:13][CH:14]=3)=[CH:6][CH:7]=1. Reported procedure: A mixture of 8.72 parts of N4 -[(4-fluorophenyl)methyl]-4,5-pyrimidinediamine, 63 parts of carbon disulfide and 45 parts of N,N-dimethylformamide was stirred for 3 hours at reflux temperature. After cooling, the reaction mixture was poured into water. The precipitated product was filtered off and dried, yielding 10.1 parts (78.9%) of 9-[(4-fluorophenyl)methyl]-9H-purine-8-thiol (interm. 24). Reactants: CC(C)(C)[O-], COc1ccc(CCl)cc1, C=CCC(C)(C)C(=O)O, [K+], CN(C)C=O. The product is C=CCC(C)(C)C(=O)OCc1ccc(OC)cc1. RXN SMILES: [CH3:10][C:11]([CH3:12])([O-:13])[CH3:14].[CH3:16][O:17][c:18]1[cH:19][cH:20][c:21]([CH2:22][Cl:23])[cH:24][cH:25]1.[CH3:1][C:2]([C:3](=[O:4])[OH:5])([CH2:6][CH:7]=[CH2:8])[CH3:9].[K+:15].[O:26]=[CH:27][N:28]([CH3:29])[CH3:30]>>[CH3:1][C:2]([C:3](=[O:4])[O:5][CH2:22][c:21]1[cH:20][cH:19][c:18]([O:17][CH3:16])[cH:25][cH:24]1)([CH2:6][CH:7]=[CH2:8])[CH3:9]. The reactants are CC([C@@H](C(=O)NC)NC(=O)N1N=C(C=2CN(CCC21)C)C2=C(C=C(C(=C2)F)F)F)(C)C ((S)-N-(3,3-dimethyl-1-(methylamino)-1-oxobutan-2-yl)-5-methyl-3-(2,4,5-trifluorophenyl)-4,5,6,7-tetrahydro-1H-pyrazolo[4,3-c]pyridine-1-carboxamide), FC=1C=C(C=CC1F)C1=NNC2=C1CN(CC2)C(=O)OC(C)(C)C (tert-butyl 3-(3,4-difluorophenyl)-6,7-dihydro-1H-pyrazolo[4,3-c]pyridine-5(4H)-carboxylate), N[C@@H]([C@@H](C)CC)C(=O)N (L-isoleucine amide). Product: NC([C@H]([C@H](CC)C)NC(=O)N1N=C(C=2CN(CCC21)C)C2=CC(=C(C=C2)F)F)=O (N-((2S,3S)-1-amino-3-methyl-1-oxopentan-2-yl)-3-(3,4-difluorophenyl)-5-methyl-4,5,6,7-tetrahydro-1H-pyrazolo[4,3-c]pyridine-1-carboxamide). RXN SMILES: C[C:2]([CH3:31])([CH3:30])[C@H:3]([NH:8][C:9]([N:11]1[C:19]2[CH2:18][CH2:17][N:16]([CH3:20])[CH2:15][C:14]=2[C:13]([C:21]2[CH:26]=[C:25]([F:27])[C:24]([F:28])=[CH:23][C:22]=2F)=[N:12]1)=[O:10])[C:4]([NH:6]C)=[O:5].F[C:33]1C=C(C2C3CN(C(OC(C)(C)C)=O)CCC=3NN=2)C=CC=1F.N[C@H](C(N)=O)[C@H](CC)C>>[NH2:6][C:4](=[O:5])[C@@H:3]([NH:8][C:9]([N:11]1[C:19]2[CH2:18][CH2:17][N:16]([CH3:20])[CH2:15][C:14]=2[C:13]([C:21]2[CH:22]=[CH:23][C:24]([F:28])=[C:25]([F:27])[CH:26]=2)=[N:12]1)=[O:10])[C@@H:2]([CH3:31])[CH2:30][CH3:33]. Procedure: Compound 50 was prepared according to the procedure described for the synthesis of compound 37 by replacing intermediate 19 with intermediate 15, and replacing tert-leucine methylamide with L-isoleucine amide. 1H NMR (CDCl3) δ 7.67 (d, J=8.8 Hz, 1H), 7.49-7.55 (m, 1H), 7.37-7.41 (m, 1H), 7.19-7.24 (m, 1H), 5.95 (s, 1H), 5.63 (s, 1H), 4.30-4.33 (m, 1H), 3.59 (s, 2H), 3.20 (s, 2H), 2.75-2.78 (m, 2H), 2.54 (s, 3H), 2.07-2.10 (m, 1H), 1.60-1.67 (m, 1H), 1.22-1.30 (m, 1H), 1.03 (d, J=6.8 Hz, 3H), 0.9...